This data is from the Open Reaction Database (ORD), a public repository of structured organic reaction records. The task is: describe an organic reaction: reactants, conditions, products, and yield Reactants: OCCCBr, CCCCO, c1ccc(C(c2ccccc2)C2CCNCC2)cc1, CCN(C(C)C)C(C)C, [K+], [K+], O=C([O-])[O-]. The product is OCCCN1CCC(C(c2ccccc2)c2ccccc2)CC1. Reaction SMILES: [Br:35][CH2:36][CH2:37][CH2:38][OH:39].[CH2:40]([OH:41])[CH2:42][CH2:43][CH3:44].[CH:1]([c:2]1[cH:3][cH:4][cH:5][cH:6][cH:7]1)([c:8]1[cH:9][cH:10][cH:11][cH:12][cH:13]1)[CH:14]1[CH2:15][CH2:16][NH:17][CH2:18][CH2:19]1.[CH:26]([N:27]([CH:28]([CH3:29])[CH3:30])[CH2:31][CH3:32])([CH3:33])[CH3:34].[K+:20].[K+:21].[O-:22][C:23]([O-:24])=[O:25]>>[CH:1]([c:2]1[cH:3][cH:4][cH:5][cH:6][cH:7]1)([c:8]1[cH:9][cH:10][cH:11][cH:12][cH:13]1)[CH:14]1[CH2:15][CH2:16][N:17]([CH2:36][CH2:37][CH2:38][OH:39])[CH2:18][CH2:19]1. The reactants are ClCC1=NC=CC=C1 (2-chloromethylpyridine), O=C(CC1=NC2=C(C(O1)=O)C=CC=C2)C (2-(2-oxopropyl)-4H-3,1-benzoxazin-4-one), N(N)CC1=NC=CC=C1 (2-hydrazinomethylpyridine). Yields the product ClC1=C2C(=NC3=CC=CC=C13)N(N=C2C)CC2=NC=CC=C2 (4-Chloro-3-methyl-1-(2-pyridinylmethyl)-1H-pyrazolo[3,4-b]quinoline), Example 1-9. Yield: 75.0%. RXN SMILES: O=[C:2]([CH3:15])[CH2:3][C:4]1O[C:8](=O)[C:7]2[CH:11]=[CH:12][CH:13]=[CH:14][C:6]=2[N:5]=1.[NH:16]([CH2:18][C:19]1[CH:24]=[CH:23][CH:22]=[CH:21][N:20]=1)[NH2:17].[Cl:25]CC1C=CC=CN=1>>[Cl:25][C:8]1[C:7]2[C:6](=[CH:14][CH:13]=[CH:12][CH:11]=2)[N:5]=[C:4]2[N:16]([CH2:18][C:19]3[CH:24]=[CH:23][CH:22]=[CH:21][N:20]=3)[N:17]=[C:2]([CH3:15])[C:3]=12. Reported procedure: Following the procedures described in Reference Example 1-10 and Example 1-34, the title compound was prepared from 2-(2-oxopropyl)-4H-3,1-benzoxazin-4-one and 2-hydrazinomethylpyridine which was separately prepared from 2-chloromethylpyridine following the method described in Reference Example 1-9 (75% yield). Reactants: O=S(Cl)Cl (SOCl2), C1(CC1)COC1=CC(=NC=C1)CO (4-cyclopropylmethoxy-2-hydroxymethylpyridine), C(C)(C)O (Isopropanol). Solvent: C(Cl)Cl (methylene chloride), C(Cl)Cl (methylene chloride). Conditions: temperature 0 celsius, time 15 minute. The product is Cl.C1(CC1)COC1=CC(=NC=C1)CCl (4-cyclopropylmethoxy-2-chloromethylpyridine hydrochloride). Yield: 84.2%. RXN SMILES: [CH:1]1([CH2:4][O:5][C:6]2[CH:11]=[CH:10][N:9]=[C:8]([CH2:12]O)[CH:7]=2)[CH2:3][CH2:2]1.O=S(Cl)[Cl:16].C(O)(C)C>C(Cl)Cl>[ClH:16].[CH:1]1([CH2:4][O:5][C:6]2[CH:11]=[CH:10][N:9]=[C:8]([CH2:12][Cl:16])[CH:7]=2)[CH2:3][CH2:2]1 |f:4.5|. Reported procedure: 4-cyclopropylmethoxy-2-hydroxymethylpyridine (93% pure) (0.9 g 0.0046 mol) was dissolved in methylene chloride (10 ml) and cooled to 0° C. SOCl2 (0.5 ml, 0.0069 mol) in methylene chloride (5 ml) was added dropwise at 0° C. and the reaction mixture was stirred 15 min at room temperature. Isopropanol (0.5 ml) was added and the mixture was evaporated giving the desired product (0.68 g, 78%). NMR data is given below. Procedure: The title compound was prepared from ethyl 2-amino-4-thiazolylacetate and 4-bromobenzenesulfonyl chloride according to METHOD A, giving 0.14 g (31%) of a pink solid after recrystallization from acetone/ether/petroleum ether: mp 183° C.; MS (Ionspray, [M+H]+) m/z 405; Anal. Calcd (found) for C13H13BrN2O4S2: C, 38.5 (38.5)%, H, 3.2 (3.0)%, N, 6.9 (6.6)% Isolated yield 31.0%. RXN SMILES: [NH2:1][C:2]1[S:3][CH:4]=[C:5]([CH2:7][C:8]([O:10][CH2:11][CH3:12])=[O:9])[N:6]=1.[Br:13][C:14]1[CH:19]=[CH:18][C:17]([S:20](Cl)(=[O:22])=[O:21])=[CH:16][CH:15]=1>>[Br:13][C:14]1[CH:19]=[CH:18][C:17]([S:20]([NH:1][C:2]2[S:3][CH:4]=[C:5]([CH2:7][C:8]([O:10][CH2:11][CH3:12])=[O:9])[N:6]=2)(=[O:22])=[O:21])=[CH:16][CH:15]=1. Reactants: NC=1SC=C(N1)CC(=O)OCC (ethyl 2-amino-4-thiazolylacetate), BrC1=CC=C(C=C1)S(=O)(=O)Cl (4-bromobenzenesulfonyl chloride). The product is BrC1=CC=C(C=C1)S(=O)(=O)NC=1SC=C(N1)CC(=O)OCC (Ethyl 2-(2-{[(4-bromophenyl)sulfonyl]amino}-1,3-thiazol-4-yl)acetate), pink solid. Starting materials: O=C(O)c1cc2ccccc2o1, C[C@@H](N)c1ccccc1. The reagents and catalysts are [B-](F)(F)(F)F.CN(C)C(=[N+](C)C)ON1C=CC=CC1=O (TPTU), CCN(C(C)C)C(C)C (DIPEA), C1=CC=C2C(=C1)N=NN2O (HOBt). Solvent: CN(C)C=O (DMF), CN(C)C=O (DMF), CN(C)C=O (DMF), CN(C)C=O (DMF), CN(C)C=O (DMF), CN(C)C=O (DMF). Conditions: temperature 25 celsius, time 2 hour. Yields the product C[C@@H](NC(=O)c1cc2ccccc2o1)c1ccccc1. Isolated yield 80.8%. As a reaction SMILES: C[C@@H](N)c1ccccc1.O=C(O)c1cc2ccccc2o1.[B-](F)(F)(F)F.CN(C)C(=[N+](C)C)ON1C=CC=CC1=O.C1=CC=C2C(=C1)N=NN2O.CCN(C(C)C)C(C)C.CN(C)C=O>>C[C@@H](NC(=O)c1cc2ccccc2o1)c1ccccc1. Reactants: C=CCC(NC(=O)OC(C)(C)C)C(=O)N(CC=C)CC(=O)OC, CS(C)=O, ClCCl. The product is COC(=O)CN1CC=CCC(NC(=O)OC(C)(C)C)C1=O. As a reaction SMILES: [CH3:1][O:2][C:3]([CH2:4][N:5]([C:6]([CH:7]([CH2:8][CH:9]=[CH2:10])[NH:11][C:12](=[O:13])[O:14][C:15]([CH3:16])([CH3:17])[CH3:18])=[O:19])[CH2:20][CH:21]=[CH2:22])=[O:23].[CH3:24][S:25]([CH3:26])=[O:27].[Cl:28][CH2:29][Cl:30]>>[CH3:1][O:2][C:3]([CH2:4][N:5]1[C:6](=[O:19])[CH:7]([NH:11][C:12](=[O:13])[O:14][C:15]([CH3:16])([CH3:17])[CH3:18])[CH2:8][CH:22]=[CH:21][CH2:20]1)=[O:23]. Reactants: O=C(CBr)c1ccc(F)cc1, CCO, [K+], O, N#C[S-]. The product is N#CSCC(=O)c1ccc(F)cc1. As a reaction SMILES: [Br:1][CH2:2][C:3](=[O:4])[c:5]1[cH:6][cH:7][c:8]([F:11])[cH:9][cH:10]1.[CH3:17][CH2:18][OH:19].[K+:12].[OH2:16].[S-:13][C:14]#[N:15]>>[CH2:2]([C:3](=[O:4])[c:5]1[cH:6][cH:7][c:8]([F:11])[cH:9][cH:10]1)[S:13][C:14]#[N:15].